Dataset: the Open Reaction Database (ORD), a public repository of structured organic reaction records. Task: describe an organic reaction: reactants, conditions, products, and yield Reactants: CC(C)OC1=C2CC(CC2=CC=C1)(C(=O)O)C(=O)O (4-(2-propyl)oxyindan-2,2-dicarboxylic acid), Cl (hydrochloric acid). The solvent is CN1CCCC1=O (NMP). Reaction conditions: time 15 minute. Yields the product CC(C)OC1=C2CC(CC2=CC=C1)C(=O)O (4-(2-propyl)oxyindan-2-carboxylic acid). Yield: 41.5%. Reaction SMILES: [CH3:1][CH:2]([O:4][C:5]1[CH:13]=[CH:12][CH:11]=[C:10]2[C:6]=1[CH2:7][C:8](C(O)=O)([C:14]([OH:16])=[O:15])[CH2:9]2)[CH3:3].Cl>CN1C(=O)CCC1>[CH3:3][CH:2]([O:4][C:5]1[CH:13]=[CH:12][CH:11]=[C:10]2[C:6]=1[CH2:7][CH:8]([C:14]([OH:16])=[O:15])[CH2:9]2)[CH3:1]. Procedure details: A solution of 4-(2-propyl)oxyindan-2,2-dicarboxylic acid (11.5 g) in NMP (20 ml) was heated to 150° C. After a further 15 minutes, the solution was allowed to cool to room temperature, and was poured into aqueous hydrochloric acid (1500 ml, 1 M). This mixture was extracted with ethyl acetate (2×500 ml) and a standard workup gave 4-(2-propyl)oxyindan-2-carboxylic acid (3.98 g) as a dark brown solid, which was used without further purification. Starting materials: COCC1=NC2=C(N1S(=O)(=O)C1=CC=C(C)C=C1)C=CC(=C2)N (2-(Methoxymethyl)-1-tosyl-1H-benzo[d]imidazol-5-amine), COCC1=NC2=C(N1S(=O)(=O)C1=CC=C(C)C=C1)C=CC(=C2)[N+](=O)[O-] (2-(Methoxymethyl)-5-nitro-1-tosyl-1H-benzo[d]imidazole). Solvent: C(C)O (ethanol). Run at time 16 hour. The product is COCC1=NC2=C(N1S(=O)(=O)C1=CC=C(C)C=C1)C=C(C=C2)N (2-(Methoxymethyl)-1-tosyl-1H-benzo[d]imidazol-6-amine). RXN SMILES: [CH3:1][O:2][CH2:3][C:4]1[N:8]([S:9]([C:12]2[CH:18]=[CH:17][C:15]([CH3:16])=[CH:14][CH:13]=2)(=[O:11])=[O:10])[C:7]2[CH:19]=[CH:20][C:21](N)=[CH:22][C:6]=2[N:5]=1.COCC1N(S(C2C=CC(C)=CC=2)(=O)=O)C2C=CC([N+]([O-])=O)=CC=2[N:28]=1>C(O)C>[CH3:1][O:2][CH2:3][C:4]1[N:8]([S:9]([C:12]2[CH:13]=[CH:14][C:15]([CH3:16])=[CH:17][CH:18]=2)(=[O:11])=[O:10])[C:7]2[CH:19]=[C:20]([NH2:28])[CH:21]=[CH:22][C:6]=2[N:5]=1. Reported procedure: 2-(Methoxymethyl)-1-tosyl-1H-benzo[d]imidazol-5-amine. 2-(Methoxymethyl)-5-nitro-1-tosyl-1H-benzo[d]imidazole (0.9 g, 2.491 mmol) were dissolved in ethanol and purged with nitrogen. Palladium on activated carbon was added (0.530 g, 0.498 mmol), the nitrogen was evacuated and the reaction was stirred under 1 atmosphere of hydrogen for 16 h. The reaction mixture was filtrated through Celite and washed with ethanol. The organic layer was concentrated on a rotary evaporator to dryness to give desire... The reactants are ( 3 ), BrC=1C=CC(=C(C1)CC1=C(N=CO1)C(=O)OC)Cl (5-bromo-2-chloro-1-(4-methoxycarbonyl-5-oxazolylmethyl)benzene). Run in Cl (hydrochloric acid). The product is NCC(CC1=C(C=CC(=C1)Br)Cl)=O.Cl (1-(3-amino-2-oxopropyl)-5-bromo-2-chlorobenzene•hydrochloride). Isolated yield 279.2%. As a reaction SMILES: [Br:1][C:2]1[CH:3]=[CH:4][C:5]([Cl:18])=[C:6]([CH2:8][C:9]2[O:13]C=[N:11][C:10]=2C(OC)=O)[CH:7]=1>Cl>[NH2:11][CH2:10][C:9](=[O:13])[CH2:8][C:6]1[CH:7]=[C:2]([Br:1])[CH:3]=[CH:4][C:5]=1[Cl:18].[ClH:18] |f:2.3|. Procedure: 5-Bromo-2-chlorophenylacetic acid (2.0 g) obtained in Reference Example 125-(3) was dissolved in dichloromethane (40 ml), and thereto were added oxalyl chloride (0.77 ml) and N,N-dimethylformamide (one drop) at 0° C. The mixture was stirred at room temperature overnight. The solvent was evaporated under reduced pressure to give 5-bromo-2-chlorophenylacetyl chloride, which was used in the subsequent step without further purification. (2) A solution of potassium t-butoxide (1.35 g) in tetrahydrofu... The reactants are O=C(O)CCCSc1c[nH]c2c(Br)cccc12, CO, C[Si](C)(C)C=[N+]=[N-], CCOC(C)=O. Yields the product COC(=O)CCCSc1c[nH]c2c(Br)cccc12. As a reaction SMILES: [Br:1][c:2]1[cH:3][cH:4][cH:5][c:6]2[c:7]([S:11][CH2:12][CH2:13][CH2:14][C:15](=[O:16])[OH:17])[cH:8][nH:9][c:10]12.[CH3:18][OH:19].[CH3:20][Si:21]([CH:22]=[N+:23]=[N-:24])([CH3:25])[CH3:26].[CH3:27][CH2:28][O:29][C:30](=[O:31])[CH3:32]>>[Br:1][c:2]1[cH:3][cH:4][cH:5][c:6]2[c:7]([S:11][CH2:12][CH2:13][CH2:14][C:15](=[O:16])[O:17][CH3:20])[cH:8][nH:9][c:10]12. Reactants: Cl (hydrochloric acid), [OH-].[Na+] (sodium hydroxide), Cl.CN(C)CCCCl (N,N-dimethyl-3-chloropropylamine hydrochloride), S(=S)(=O)([O-])[O-].[Na+].[Na+] (sodium thiosulfate). Run in O (water). Conditions: time 2 hour. Yields the product CN(CCCSSCCCN(C)C)C (bis(N,N-dimethyl-3-aminopropyl)disulfide), mercaptoalkylamine. Reaction SMILES: Cl.[CH3:2][N:3]([CH2:5][CH2:6][CH2:7]Cl)[CH3:4].[S:9]([O-])([O-])(=O)=[S:10].[Na+].[Na+].Cl.[OH-].[Na+]>O>[CH3:2][N:3]([CH3:4])[CH2:5][CH2:6][CH2:7][S:10][S:9][CH2:7][CH2:6][CH2:5][N:3]([CH3:4])[CH3:2] |f:0.1,2.3.4,6.7|. Procedure: In a 300 ml round-bottom flask were charged 31.6 g of N,N-dimethyl-3-chloropropylamine hydrochloride, 34.8 g of sodium thiosulfate and 100 ml of distilled water. The mixture was heated under reflux and stirred for 2 hours and then continuously heated under reflux for further 1 hour after the addition of 22.3 g of 36% hydrochloric acid. Under cooling in an ice bath, 25.3 g of 95% sodium hydroxide was slowly added to adjust pH to the alkaline range, and the mixture was subjected to extraction thre... Reactants: OC1=C(C=C(C=C1)CCC(=O)O)OC (3-(4-Hydroxy-3-methoxy-phenyl)-propionic acid), ice. The solvent is CS(=O)(=O)O (methanesulfonic acid). Conditions: temperature 90 celsius, time 20 minute. Yields the product OC1=C(C=C2CCC(C2=C1)=O)OC (6-Hydroxy-5-methoxy-indan-1-one). Isolated yield 825.8%. Reaction SMILES: [OH:1][C:2]1[CH:7]=[CH:6][C:5]([CH2:8][CH2:9][C:10]([OH:12])=O)=[CH:4][C:3]=1[O:13][CH3:14]>CS(O)(=O)=O>[OH:1][C:2]1[CH:7]=[C:6]2[C:5]([CH2:8][CH2:9][C:10]2=[O:12])=[CH:4][C:3]=1[O:13][CH3:14]. Procedure details: The 3-(4-Hydroxy-3-methoxy-phenyl)-propionic acid (2 g×10) was dissolved in methanesulfonic acid (10 ml×10) in microwave process vial (20 ml×10), the mixture was heated at 90° C. for 10 minutes under microwave irradiation. The mixture was poured into ice (500 g), and then stirred for 20 minutes. The precipitate was collected and dried to give 6-Hydroxy-5-methoxy-indan-1-one (15 g, 82.6%). LC-MS: m/e 179 (MH+) The reactants are CS(C)=O, CCN(C(C)C)C(C)C, CC(=O)Nc1nc2ccc(-c3ccnc(Cl)n3)cc2s1, O, c1ccc(C2CCCN2)cc1. Yields the product CC(=O)Nc1nc2ccc(-c3ccnc(N4CCCC4c4ccccc4)n3)cc2s1. RXN SMILES: [CH3:41][S:42]([CH3:43])=[O:44].[CH:32]([N:33]([CH:34]([CH3:35])[CH3:36])[CH2:37][CH3:38])([CH3:39])[CH3:40].[Cl:1][c:2]1[n:3][cH:4][cH:5][c:6](-[c:8]2[cH:9][c:10]3[c:11]([n:12][c:13]([NH:15][C:16]([CH3:17])=[O:18])[s:14]3)[cH:19][cH:20]2)[n:7]1.[OH2:45].[c:21]1([CH:27]2[NH:28][CH2:29][CH2:30][CH2:31]2)[cH:22][cH:23][cH:24][cH:25][cH:26]1>>[c:2]1([N:28]2[CH:27]([c:21]3[cH:22][cH:23][cH:24][cH:25][cH:26]3)[CH2:31][CH2:30][CH2:29]2)[n:3][cH:4][cH:5][c:6](-[c:8]2[cH:9][c:10]3[c:11]([n:12][c:13]([NH:15][C:16]([CH3:17])=[O:18])[s:14]3)[cH:19][cH:20]2)[n:7]1.